From a dataset of the Open Reaction Database (ORD), a public repository of structured organic reaction records. describe an organic reaction: reactants, conditions, products, and yield Reactants: C(CCCCCCCCCCCCCCC)(=O)OC(CC(=O)N[C@@H]([C@H](O)C)C(=O)N[C@@H](CCC(=O)OCC1=CC=CC=C1)C(=O)OCC1=CC=CC=C1)CCCCCCCCCCCCCCC (Dibenzyl N-[N-(3-hexadecanoyloxyoctadecanoyl)-L-threonyl]-L-glutamate), [H][H] (hydrogen). Reagents/catalysts: [Pd] (palladium black). Solvent: demethylformamide. The product is C(CCCCCCCCCCCCCCC)(=O)OC(CC(=O)N[C@@H]([C@H](O)C)C(=O)N[C@@H](CCC(=O)O)C(=O)O)CCCCCCCCCCCCCCC (N-[N-(3-hexadecanoyloxyoctadecanoyl)-L-threonyl]-L-glutamic acid). Isolated yield 91.3%. RXN SMILES: [C:1]([O:18][CH:19]([CH2:54][CH2:55][CH2:56][CH2:57][CH2:58][CH2:59][CH2:60][CH2:61][CH2:62][CH2:63][CH2:64][CH2:65][CH2:66][CH2:67][CH3:68])[CH2:20][C:21]([NH:23][C@H:24]([C:28]([NH:30][C@H:31]([C:44]([O:46]CC1C=CC=CC=1)=[O:45])[CH2:32][CH2:33][C:34]([O:36]CC1C=CC=CC=1)=[O:35])=[O:29])[C@@H:25]([CH3:27])[OH:26])=[O:22])(=[O:17])[CH2:2][CH2:3][CH2:4][CH2:5][CH2:6][CH2:7][CH2:8][CH2:9][CH2:10][CH2:11][CH2:12][CH2:13][CH2:14][CH2:15][CH3:16].[H][H]>[Pd]>[C:1]([O:18][CH:19]([CH2:54][CH2:55][CH2:56][CH2:57][CH2:58][CH2:59][CH2:60][CH2:61][CH2:62][CH2:63][CH2:64][CH2:65][CH2:66][CH2:67][CH3:68])[CH2:20][C:21]([NH:23][C@H:24]([C:28]([NH:30][C@H:31]([C:44]([OH:46])=[O:45])[CH2:32][CH2:33][C:34]([OH:36])=[O:35])=[O:29])[C@@H:25]([CH3:27])[OH:26])=[O:22])(=[O:17])[CH2:2][CH2:3][CH2:4][CH2:5][CH2:6][CH2:7][CH2:8][CH2:9][CH2:10][CH2:11][CH2:12][CH2:13][CH2:14][CH2:15][CH3:16]. Reported procedure: Dibenzyl N-[N-(3-hexadecanoyloxyoctadecanoyl)-L-threonyl]-L-glutamate (48 g) in demethylformamide (500 ml) was hydrogenated over palladium black (1 g) at room temperature at 1 atmospheric pressure. After the theoritical amount of hydrogen was adsorbed, dimethylformamide was removed under reduced pressure. The residual crude crystal was recrystallized from ethanol to give N-[N-(3-hexadecanoyloxyoctadecanoyl)-L-threonyl]-L-glutamic acid (35.5 g). The reactants are ice water, FC=1C=C(OC2=CC=C(C=C2)O)C=C(C1)F (4-(3,5-difluorophenoxy)phenol), BrC(C(=O)OCC)C (ethyl 2-bromopropionate), C([O-])([O-])=O.[K+].[K+] (potassium carbonate). Run in CN(C=O)C (N,N-dimethylformamide). Conditions: time 3 hour. The product is FC=1C=C(OC2=CC=C(OC(C(=O)OCC)C)C=C2)C=C(C1)F (ethyl 2-[4-(3,5-difluorophenoxy)phenoxy]propionate). The yield is 96.8%. Reaction SMILES: [F:1][C:2]1[CH:3]=[C:4]([CH:13]=[C:14]([F:16])[CH:15]=1)[O:5][C:6]1[CH:11]=[CH:10][C:9]([OH:12])=[CH:8][CH:7]=1.Br[CH:18]([CH3:24])[C:19]([O:21][CH2:22][CH3:23])=[O:20].C(=O)([O-])[O-].[K+].[K+]>CN(C)C=O>[F:1][C:2]1[CH:3]=[C:4]([CH:13]=[C:14]([F:16])[CH:15]=1)[O:5][C:6]1[CH:7]=[CH:8][C:9]([O:12][CH:18]([CH3:24])[C:19]([O:21][CH2:22][CH3:23])=[O:20])=[CH:10][CH:11]=1 |f:2.3.4|. Procedure: A mixture of 4-(3,5-difluorophenoxy)phenol (11.1 g, 50.0 mmol), ethyl 2-bromopropionate (9.96 g, 55.0 mmol), potassium carbonate (7.25 g, 52.5 mmol) and N,N-dimethylformamide (50 ml) was stirred at an inner temperature of 70° to 80° C. for 3 hours. After allowed to cool, the reaction mixture was poured into ice-water and extracted with toluene. The toluene layer was dried over anhydrous magnesium sulfate, and the solvent was removed to give ethyl 2-[4-(3,5-difluorophenoxy)phenoxy]propionate (15.... The reactants are BrC1=CC2=C(OC(O2)(F)F)C=C1 (5-bromo-2,2-difluoro-1,3-benzodioxole), C([O-])([O-])=O.[Cs+].[Cs+] (cesium carbonate), C(C#C)OC1OCCCC1 (2-(2-propynyloxy)tetrahydropyran), C1(CCCCC1)P(C1=C(C=CC=C1)C1=C(C=C(C=C1C(C)C)C(C)C)C(C)C)C1CCCCC1 (2-dicyclohexylphosphino-2′,4′,6′-triisopropylbiphenyl). Reagents/catalysts: CC#N.CC#N.Cl[Pd]Cl (bis(acetonitrile)palladium(II) dichloride). Run in C(C)#N (acetonitrile), O (Water). Reaction conditions: temperature 90 celsius, time 6 hour. Product: FC1(OC2=C(O1)C=CC(=C2)C#CCOC2OCCCC2)F (1-(2,2-difluoro-1,3-benzodioxol-5-yl)-3-(tetrahydro-2H-pyran-2-yloxy)-1-propyne). As a reaction SMILES: Br[C:2]1[CH:12]=[CH:11][C:5]2[O:6][C:7]([F:10])([F:9])[O:8][C:4]=2[CH:3]=1.C(=O)([O-])[O-].[Cs+].[Cs+].[CH2:19]([O:22][CH:23]1[CH2:28][CH2:27][CH2:26][CH2:25][O:24]1)[C:20]#[CH:21].C1(P(C2CCCCC2)C2C=CC=CC=2C2C(C(C)C)=CC(C(C)C)=CC=2C(C)C)CCCCC1>CC#N.CC#N.Cl[Pd]Cl.O.C(#N)C>[F:9][C:7]1([F:10])[O:6][C:5]2[CH:11]=[CH:12][C:2]([C:21]#[C:20][CH2:19][O:22][CH:23]3[CH2:28][CH2:27][CH2:26][CH2:25][O:24]3)=[CH:3][C:4]=2[O:8]1 |f:1.2.3,6.7.8|. Procedure details: A mixture of 5-bromo-2,2-difluoro-1,3-benzodioxole (10.0 g), cesium carbonate (35.0 g), 2-(2-propynyloxy)tetrahydropyran (8.90 ml), 2-dicyclohexylphosphino-2′,4′,6′-triisopropylbiphenyl (1.24 g), bis(acetonitrile)palladium(II) dichloride (219 mg) and acetonitrile (100 ml) was stirred at 90° C. for 6 hr. Water was added to the reaction mixture, and the mixture was extracted with ethyl acetate, washed with saturated brine, and dried over anhydrous magnesium sulfate. The solvent was evaporated unde... Reactants: CCCCCCOc1ccc(C=Cc2ccc(COCC(OC3CCCCO3)c3ccccc3)cc2)cc1, CCO, Cl. Product: CCCCCCOc1ccc(C=Cc2ccc(COCC(O)c3ccccc3)cc2)cc1. RXN SMILES: [CH2:1]([CH2:2][CH2:3][CH2:4][CH2:5][CH3:6])[O:7][c:8]1[cH:9][cH:10][c:11]([CH:14]=[CH:15][c:16]2[cH:17][cH:18][c:19]([CH2:20][O:21][CH2:22][CH:23]([O:24][CH:25]3[CH2:26][CH2:27][CH2:28][CH2:29][O:30]3)[c:31]3[cH:32][cH:33][cH:34][cH:35][cH:36]3)[cH:37][cH:38]2)[cH:12][cH:13]1.[CH3:40][CH2:41][OH:42].[ClH:39]>>[CH2:1]([CH2:2][CH2:3][CH2:4][CH2:5][CH3:6])[O:7][c:8]1[cH:9][cH:10][c:11]([CH:14]=[CH:15][c:16]2[cH:17][cH:18][c:19]([CH2:20][O:21][CH2:22][CH:23]([OH:24])[c:31]3[cH:32][cH:33][cH:34][cH:35][cH:36]3)[cH:37][cH:38]2)[cH:12][cH:13]1. The reactants are BrCCCCN1C(C=2C(C1=O)=CC=CC2)=O (N-(4-bromobutyl)phthalimide), OC1=CC=C(C=C1)C1=C(C2=C(S1)C=CC=C2)CC2=CC=C(OCCN1CCCC1)C=C2 (1-[2-[4-[[2-(4-hydroxyphenyl)benzo[b]thiophen-3-yl]methyl]phenoxy]ethyl]pyrrolidine), C[Si](C)(C)[N-][Si](C)(C)C.[K+] (potassium bis(trimethylsilyl)amide). Solvent: C(C)(=O)OCC (ethyl acetate), C1CCOC1 (THF), C1(=CC=CC=C1)C (toluene). Conditions: time 80 minute. Yields the product NCCCCOC1=CC=C(C=C1)C1=C(C2=C(S1)C=CC=C2)CC2=CC=C(OCCN1CCCC1)C=C2 (1-[2-[4-[[2-[4-(4-Aminobutoxy)phenyl]-benzo[b]thiophen-3-yl]methyl]phenoxy]ethyl]-pyrrolidine). Yield: 87.7%. RXN SMILES: [OH:1][C:2]1[CH:7]=[CH:6][C:5]([C:8]2[S:12][C:11]3[CH:13]=[CH:14][CH:15]=[CH:16][C:10]=3[C:9]=2[CH2:17][C:18]2[CH:31]=[CH:30][C:21]([O:22][CH2:23][CH2:24][N:25]3[CH2:29][CH2:28][CH2:27][CH2:26]3)=[CH:20][CH:19]=2)=[CH:4][CH:3]=1.C[Si]([N-][Si](C)(C)C)(C)C.[K+].Br[CH2:43][CH2:44][CH2:45][CH2:46][N:47]1C(=O)C2=CC=CC=C2C1=O>C1COCC1.C1(C)C=CC=CC=1.C(OCC)(=O)C>[NH2:47][CH2:46][CH2:45][CH2:44][CH2:43][O:1][C:2]1[CH:7]=[CH:6][C:5]([C:8]2[S:12][C:11]3[CH:13]=[CH:14][CH:15]=[CH:16][C:10]=3[C:9]=2[CH2:17][C:18]2[CH:19]=[CH:20][C:21]([O:22][CH2:23][CH2:24][N:25]3[CH2:26][CH2:27][CH2:28][CH2:29]3)=[CH:30][CH:31]=2)=[CH:4][CH:3]=1 |f:1.2|. Reported procedure: To a solution of 1-[2-[4-[[2-(4-hydroxyphenyl)benzo[b]thiophen-3-yl]methyl]phenoxy]ethyl]pyrrolidine (53 mg, 0.123 mmol) in THF (1 mL) was added a solution of potassium bis(trimethylsilyl)amide (0.271 mL of 0.5 M, 1.36 mmol, 1.1 eq.) in toluene at ambient temperature. After 80 min, N-(4-bromobutyl)phthalimide (75 mg, 0.265 mmol, 2.2 eq) was added and the reaction heated at reflux for 18 h. The reaction was cooled to ambient temperature, diluted with ethyl acetate (50 mL) then washed with 10% aqu... Starting materials: C(C)(C)(C)OC(=O)N1CCN(CC1)CC(CN1C2=CC=CC=C2C=2C=CC=CC12)O ((±)-4-(3-Carbazol-9-yl-2-hydroxy-propyl)-piperazine-1-carboxylic tert-butyl ester), C(=O)(C(F)(F)F)O (TFA), DCM MeOH TEA. The solvent is C(Cl)Cl (DCM). Reaction conditions: time 30 minute. The product is C1=CC=CC=2C3=CC=CC=C3N(C12)CC(CN1CCNCC1)O ((±)-1-Carbazol-9-yl-3-piperazin-1-yl-propan-2-ol). Yield: 121.5%. As a reaction SMILES: C(OC([N:8]1[CH2:13][CH2:12][N:11]([CH2:14][CH:15]([OH:30])[CH2:16][N:17]2[C:29]3[CH:28]=[CH:27][CH:26]=[CH:25][C:24]=3[C:23]3[C:18]2=[CH:19][CH:20]=[CH:21][CH:22]=3)[CH2:10][CH2:9]1)=O)(C)(C)C.C(O)(C(F)(F)F)=O>C(Cl)Cl>[CH:19]1[C:18]2[N:17]([CH2:16][CH:15]([OH:30])[CH2:14][N:11]3[CH2:10][CH2:9][NH:8][CH2:13][CH2:12]3)[C:29]3[C:24](=[CH:25][CH:26]=[CH:27][CH:28]=3)[C:23]=2[CH:22]=[CH:21][CH:20]=1. Procedure details: At rt to a solution of Example 2 (3.4 g, 8.30 mmol) in DCM (120 mL) is added TFA (30 mL). The resulting mixture is stirred at rt for 30 min. Concentration in vacuo gives an oily residue. Flash chromatography on a 7×18 cm2 column of SiO2 using DCM:MeOH:TEA (40:5:3) as eluting solvent and removal of the solvent gives the title compound (3.12 g, 92%) as a white foam. Slow addition of HCl (30 mL, 4 eq, 1M in Et2O) into a solution of the above compound in EtOH (40 mL) gives the hydrochloride salt of ...